From a dataset of the Open Reaction Database (ORD), a public repository of structured organic reaction records. describe an organic reaction: reactants, conditions, products, and yield The reactants are [OH-].[Na+] (sodium hydroxide), C(CCC)S(=O)(=O)NC1CC2=CC=C(C=C2C1)C=1C=CC(N(N1)CC(=O)OCC)=O (2-n-butylsulfonylamino-5-[2-ethoxycarbonylmethylpyridazin-3(2H)-on-6-yl]indane). Run in CO (methanol). Reaction conditions: time 5 hour. Product: C(CCC)S(=O)(=O)NC1CC2=CC=C(C=C2C1)C=1C=CC(N(N1)CC(=O)O)=O (2-n-butylsulfonylamino-5-[2-carboxymethylpyridazin-3(2H)-on-6-yl]indane). The yield is 82.2%. As a reaction SMILES: [OH-].[Na+].[CH2:3]([S:7]([NH:10][CH:11]1[CH2:19][C:18]2[C:13](=[CH:14][CH:15]=[C:16]([C:20]3[CH:21]=[CH:22][C:23](=[O:32])[N:24]([CH2:26][C:27]([O:29]CC)=[O:28])[N:25]=3)[CH:17]=2)[CH2:12]1)(=[O:9])=[O:8])[CH2:4][CH2:5][CH3:6]>CO>[CH2:3]([S:7]([NH:10][CH:11]1[CH2:19][C:18]2[C:13](=[CH:14][CH:15]=[C:16]([C:20]3[CH:21]=[CH:22][C:23](=[O:32])[N:24]([CH2:26][C:27]([OH:29])=[O:28])[N:25]=3)[CH:17]=2)[CH2:12]1)(=[O:8])=[O:9])[CH2:4][CH2:5][CH3:6] |f:0.1|. Reported procedure: 11.3 ml of a 1N sodium hydroxide aqueous solution was added dropwise under ice cooling to 3.25 g of 2-n-butylsulfonylamino-5-[2-ethoxycarbonylmethylpyridazin-3(2H)-on-6-yl]indane suspended in 50 ml of methanol, and the mixture was stirred at room temperature for 5 hours. Methanol was removed, water was added to the residue, and the mixture was made acidic with 10% hydrochloric acid. Crystals precipitated were collected by filtration, washed with water and then recrystallized from ethanol-water t...